From a dataset of the Open Reaction Database (ORD), a public repository of structured organic reaction records. describe an organic reaction: reactants, conditions, products, and yield Starting materials: C(C)OC(CNC=1C2=C(N=CN1)OC(=C2C2=CC=CC=C2)C2=CC=CC=C2)OCC (4-(2,2-Diethoxyethyl)amino-5,6-diphenyl furo[2,3-d]pyrimidine), Br.C12NCC(NC1)C2 (2,5-diaza-bicyclo[2.2.1]heptane hydrobromide), 109, C(#N)[BH3-].[Na+] (Sodium cyanoborohydride). Solvent: C(C)(=O)O (acetic acid), ClCCCl (DCE). Conditions: time 20 minute. Yields the product C12N(CC(NC1)C2)CCNC=2C1=C(N=CN2)OC(=C1C1=CC=CC=C1)C1=CC=CC=C1 ([(2,5-Diaza-bicyclo[2.2.1]hept-2-yl)-ethyl]-(5,6-diphenyl-furo[2,3-d]pyrimidin-4-yl)-amine). RXN SMILES: C(O[CH:4](OCC)[CH2:5][NH:6][C:7]1[C:8]2[C:15]([C:16]3[CH:21]=[CH:20][CH:19]=[CH:18][CH:17]=3)=[C:14]([C:22]3[CH:27]=[CH:26][CH:25]=[CH:24][CH:23]=3)[O:13][C:9]=2[N:10]=[CH:11][N:12]=1)C.Br.[CH:32]12[CH2:38][CH:35]([NH:36][CH2:37]1)[CH2:34][NH:33]2.C([BH3-])#N.[Na+]>C(O)(=O)C.ClCCCl>[CH:32]12[CH2:38][CH:35]([NH:36][CH2:37]1)[CH2:34][N:33]2[CH2:4][CH2:5][NH:6][C:7]1[C:8]2[C:15]([C:16]3[CH:21]=[CH:20][CH:19]=[CH:18][CH:17]=3)=[C:14]([C:22]3[CH:27]=[CH:26][CH:25]=[CH:24][CH:23]=3)[O:13][C:9]=2[N:10]=[CH:11][N:12]=1 |f:1.2,3.4|. Reported procedure: A mixture of 109 (10 mg, crude, 0.03 mmol for aldehyde) (made from compound 108 as in the preparation for 110) and 2,5-diaza-bicyclo[2.2.1]heptane hydrobromide (10 mg, 0.056 mmol) in 5% acetic acid solution in DCE (1 mL) was stirred at rt for 20 min. Sodium cyanoborohydride (20 mg, 0.32 mmol) was added and the reaction mixture was stirred at rt overnight. The reaction mixture was directly purified by HPLC, providing 136. MS: 412.2 (M+1). The reactants are CC(C)=CCBr, COC(=O)c1nc(Br)[nH]c1C(=O)OC, O=C([O-])[O-], CN(C)C=O, [K+], [K+], O. Yields the product COC(=O)c1nc(Br)n(CC=C(C)C)c1C(=O)OC. RXN SMILES: [Br:15][CH2:16][CH:17]=[C:18]([CH3:19])[CH3:20].[Br:1][c:2]1[nH:3][c:4]([C:11](=[O:12])[O:13][CH3:14])[c:5]([C:7](=[O:8])[O:9][CH3:10])[n:6]1.[C:21](=[O:22])([O-:23])[O-:24].[CH3:28][N:29]([CH3:30])[CH:31]=[O:32].[K+:25].[K+:26].[OH2:27]>>[Br:1][c:2]1[n:3][c:4]([C:11](=[O:12])[O:13][CH3:14])[c:5]([C:7](=[O:8])[O:9][CH3:10])[n:6]1[CH2:16][CH:17]=[C:18]([CH3:19])[CH3:20]. Starting materials: Cc1cc2nc[nH]c2cc1C, CN(C)C=O, OCCCCl, [H-], [Na+], O. Product: Cc1cc2ncn(CCCO)c2cc1C. Reaction SMILES: [CH3:1][c:2]1[cH:3][c:4]2[n:5][cH:6][nH:7][c:8]2[cH:9][c:10]1[CH3:11].[CH3:20][N:21]([CH3:22])[CH:23]=[O:24].[Cl:14][CH2:15][CH2:16][CH2:17][OH:18].[H-:13].[Na+:12].[OH2:19]>>[CH3:1][c:2]1[cH:3][c:4]2[n:5][cH:6][n:7]([CH2:15][CH2:16][CH2:17][OH:18])[c:8]2[cH:9][c:10]1[CH3:11]. Reactants: Cl.C(C)(C)(C)OC([C@@H](N)CC1=CC=CC=C1)=O (L-phenylalanine tert-butyl ester hydrochloride), C([O-])([O-])=O.[K+].[K+] (potassium carbonate), BrCCCCCBr (1,5-dibromopentane). The solvent is CN(C)C=O (DMF), C(C)OCC (diethyl ether). Conditions: temperature 80 celsius, time 2 hour. Yields the product C(C)(C)(C)OC([C@H](CC1=CC=CC=C1)N1CCCCC1)=O ((2S)-3-Phenyl-2-(1-piperidinyl)propionic acid tert-butyl ester). Yield: 36.2%. RXN SMILES: Cl.[C:2]([O:6][C:7](=[O:17])[C@H:8]([CH2:10][C:11]1[CH:16]=[CH:15][CH:14]=[CH:13][CH:12]=1)[NH2:9])([CH3:5])([CH3:4])[CH3:3].C(=O)([O-])[O-].[K+].[K+].Br[CH2:25][CH2:26][CH2:27][CH2:28][CH2:29]Br>CN(C=O)C.C(OCC)C>[C:2]([O:6][C:7](=[O:17])[C@@H:8]([N:9]1[CH2:29][CH2:28][CH2:27][CH2:26][CH2:25]1)[CH2:10][C:11]1[CH:16]=[CH:15][CH:14]=[CH:13][CH:12]=1)([CH3:5])([CH3:3])[CH3:4] |f:0.1,2.3.4|. Procedure details: To a solution of L-phenylalanine tert-butyl ester hydrochloride (3.05 g) in DMF (50 ml) were added potassium carbonate (5.38 g) and 1,5-dibromopentane (2.98 g), and the mixture was stirred at 80° C. for 2 hours, and then at room temperature for 22 hours. The reaction mixture was diluted with diethyl ether, washed with water and saturated brine successively, dried over anhydrous sodium sulfate, and concentrated. The residue was purified by silica gel column chromatography (eluate: methylene chlor...